Dataset: the Open Reaction Database (ORD), a public repository of structured organic reaction records. Task: describe an organic reaction: reactants, conditions, products, and yield The reactants are C1NC[C@H]2CC3=C(C[C@@H]12)C=CC=C3 (cis-2,3,3a,4,9,9a-hexahydro-1H-benz[f]isoindole), BrCCCN1C(C=2C(C1=O)=CC=CC2)=O (N-(3-bromopropyl)phthalimide), [I-].[K+] (potassium iodide), C([O-])([O-])=O.[K+].[K+] (potassium carbonate). Run in CC(=O)CC (methylethyl ketone). The product is C1(C=2C(C(N1CCCN1C[C@H]3CC4=C(C[C@H]3C1)C=CC=C4)=O)=CC=CC2)=O (2-(3-Phthalimido-n-prop-1-yl)-cis-2,3,3a,4,9,9a-hexahydro-1H-benz[f]isoindole). Yield: 770.6%. As a reaction SMILES: [CH2:1]1[C@H:9]2[C@H:4]([CH2:5][C:6]3[CH:13]=[CH:12][CH:11]=[CH:10][C:7]=3[CH2:8]2)[CH2:3][NH:2]1.Br[CH2:15][CH2:16][CH2:17][N:18]1[C:22](=[O:23])[C:21]2=[CH:24][CH:25]=[CH:26][CH:27]=[C:20]2[C:19]1=[O:28].[I-].[K+].C(=O)([O-])[O-].[K+].[K+]>CC(CC)=O>[C:19]1(=[O:28])[N:18]([CH2:17][CH2:16][CH2:15][N:2]2[CH2:3][C@H:4]3[C@H:9]([CH2:8][C:7]4[CH:10]=[CH:11][CH:12]=[CH:13][C:6]=4[CH2:5]3)[CH2:1]2)[C:22](=[O:23])[C:21]2=[CH:24][CH:25]=[CH:26][CH:27]=[C:20]12 |f:2.3,4.5.6|. Procedure: A mixture of cis-2,3,3a,4,9,9a-hexahydro-1H-benz[f]isoindole (32 mg, 0.018 mmol), N-(3-bromopropyl)phthalimide (49 mg, 0.18 mmol), potassium iodide (31 mg, 0.18 mmol), and potassium carbonate (51 mg, 0.37 mmol) in 3 mL of methylethyl ketone was heated at reflux for 8 hours. The mixture was cooled to room temperature, the solids were filtered, and the filtrate was concentrated in-vacuo. The residue was dry-loaded onto a 1×5 cm silica column, and eluted with ethyl acetate followed by 20% methanol/... Reactants: CCCC=O (Butyric aldehyde), C([C@@H](O)[C@H](O)C(=O)O)(=O)O (D-tartaric acid), N1C(C(=O)O)CC1 (DL-AzeOH). Product: N1[C@H](C(=O)O)CC1.C(=O)([O-])[C@@H](O)[C@H](O)C(=O)[O-] (L-AzeOH D-tartrate). Run in C(C)(=O)O (acetic acid). Run at temperature 85 celsius. Procedure: DL-AzeOH (6.14 g; 60.8 mmol) was dissolved in acetic acid (36.5 mL) at 85° C. Butyric aldehyde (0.49 g; 6.8 mmol) and D-tartaric acid (9.12 g; 60.8 mmol) were added and the mixture maintained at 85° C. for 6 hours. The reaction mixture was then gradually cooled to 0 C. The crystalline product was filtered off, washed with acetic acid and dried to yield 13.78 g (90%) of L-AzeOH-D-tartrate with a d.e. of 89%. Recrystallisation 13.78 g of the diastereomeric salt from dissolved acetic acid:water (9:... Yield: 91.0%. As a reaction SMILES: [NH:1]1[CH2:7][CH2:6][CH:2]1[C:3]([OH:5])=[O:4].CCCC=O.[C:13]([OH:22])(=[O:21])[C@H:14]([C@@H:16]([C:18]([OH:20])=[O:19])[OH:17])[OH:15]>C(O)(=O)C>[NH:1]1[CH2:7][CH2:6][C@H:2]1[C:3]([OH:5])=[O:4].[C:18]([C@H:16]([C@@H:14]([C:13]([O-:22])=[O:21])[OH:15])[OH:17])([O-:20])=[O:19] |f:4.5|.